From a dataset of the Open Reaction Database (ORD), a public repository of structured organic reaction records. describe an organic reaction: reactants, conditions, products, and yield Reactants: methacryloyl, [OH-].[Na+] (sodium hydroxide), diethyl tetramethylenemalonate, [H-].[Al+3].[Li+].[H-].[H-].[H-] (lithium aluminum hydride), O1CCCC1 (tetrahydrofuran), C(CC(=O)OCC)(=O)OCC (diethyl malonate), BrCCCCBr (1,4-dibromobutane), C(CC(=O)[O-])(=O)[O-] (malonate), O1CCCC1 (tetrahydrofuran), crude product. The solvent is O (water), O (water). Reaction conditions: time 3 hour. Product: C(C(=C)C)(=O)OCC1(CCCC1)CO ((1-hydroxymethyl-1-cyclopentyl)methyl methacrylate). Isolated yield 35.0%. As a reaction SMILES: [C:1](OCC)(=O)[CH2:2][C:3]([O:5]CC)=O.Br[CH2:13][CH2:14][CH2:15][CH2:16]Br.[C:18]([O-:24])(=O)[CH2:19][C:20]([O-:22])=O.[H-].[Al+3].[Li+].[H-].[H-].[H-].[OH-].[Na+].O1CCC[CH2:34]1>O>[C:3]([O:22][CH2:20][C:19]1([CH2:18][OH:24])[CH2:16][CH2:15][CH2:14][CH2:13]1)(=[O:5])[C:2]([CH3:1])=[CH2:34] |f:3.4.5.6.7.8,9.10|. Procedure details: In a nitrogen atmosphere, a mixture of 268 g of diethyl tetramethylenemalonate (which had been synthesized from diethyl malonate and 1,4-dibromobutane by a malonate synthesis standard technique) and 400 ml of tetrahydrofuran was added dropwise to a mixture of 80.0 g of lithium aluminum hydride (LiAlH4) and 1,000 ml of tetrahydrofuran under ice cooling. The reaction mixture was stirred for 3 hours at room temperature, after which it was ice cooled again. To the reaction mixture which was kept bel... Reactants: C(C)(C)(C)OC(NC1=C(C=C(C(=C1)N(C)C)C(F)(F)F)N)=O ((2-amino-5-dimethylamino-4-trifluoromethyl-phenyl)-carbamic acid tert.-butyl ester), N1(C=NC=C1)C=1C=C(C=CC1)C1=CC(OC(O1)(C)C)=O (6-(3-imidazol-1-yl-phenyl)-2,2-dimethyl-[1,3]dioxin-4-one). The product is C(C)(C)(C)OC(NC1=C(C=C(C(=C1)N(C)C)C(F)(F)F)NC(CC(=O)C1=CC(=CC=C1)N1C=NC=C1)=O)=O ({5-Dimethylamino-2-[3-(3-imidazol-1-yl-phenyl)-3-oxo-propionylamino]-4-trifluoromethyl-phenyl}-carbamic acid tert.-butyl ester), oil. As a reaction SMILES: [C:1]([O:5][C:6](=[O:22])[NH:7][C:8]1[CH:13]=[C:12]([N:14]([CH3:16])[CH3:15])[C:11]([C:17]([F:20])([F:19])[F:18])=[CH:10][C:9]=1[NH2:21])([CH3:4])([CH3:3])[CH3:2].[N:23]1([C:28]2[CH:29]=[C:30]([C:34]3[O:39]C(C)(C)[O:37][C:36](=O)[CH:35]=3)[CH:31]=[CH:32][CH:33]=2)[CH:27]=[CH:26][N:25]=[CH:24]1>>[C:1]([O:5][C:6](=[O:22])[NH:7][C:8]1[CH:13]=[C:12]([N:14]([CH3:16])[CH3:15])[C:11]([C:17]([F:20])([F:19])[F:18])=[CH:10][C:9]=1[NH:21][C:36](=[O:37])[CH2:35][C:34]([C:30]1[CH:31]=[CH:32][CH:33]=[C:28]([N:23]2[CH:27]=[CH:26][N:25]=[CH:24]2)[CH:29]=1)=[O:39])([CH3:4])([CH3:2])[CH3:3]. Reported procedure: The title compound was prepared from (2-amino-5-dimethylamino-4-trifluoromethyl-phenyl)-carbamic acid tert.-butyl ester (Example J6) and 6-(3-imidazol-1-yl-phenyl)-2,2-dimethyl-[1,3]dioxin-4-one (Example L3) according to the general procedure M. Obtained as an orange oil (238 mg). The reactants are NCc1ccccc1, C1COCCO1, CC(C)(C)OC(=O)N1CCc2nc(Nc3ccc(-c4cnco4)cc3)nc(OS(=O)(=O)C(F)(F)F)c2C1. Yields the product CC(C)(C)OC(=O)N1CCc2nc(Nc3ccc(-c4cnco4)cc3)nc(NCc3ccccc3)c2C1. RXN SMILES: [NH2:1][CH2:2][c:3]1[cH:4][cH:5][cH:6][cH:7][cH:8]1.[O:46]1[CH2:47][CH2:48][O:49][CH2:50][CH2:51]1.[o:9]1[cH:10][n:11][cH:12][c:13]1-[c:14]1[cH:15][cH:16][c:17]([NH:20][c:21]2[n:22][c:23]([O:38][S:39]([C:40]([F:41])([F:42])[F:43])(=[O:44])=[O:45])[c:24]3[c:25]([n:26]2)[CH2:27][CH2:28][N:29]([C:31](=[O:32])[O:33][C:34]([CH3:35])([CH3:36])[CH3:37])[CH2:30]3)[cH:18][cH:19]1>>[NH:1]([CH2:2][c:3]1[cH:4][cH:5][cH:6][cH:7][cH:8]1)[c:23]1[n:22][c:21]([NH:20][c:17]2[cH:16][cH:15][c:14](-[c:13]3[o:9][cH:10][n:11][cH:12]3)[cH:19][cH:18]2)[n:26][c:25]2[c:24]1[CH2:30][N:29]([C:31](=[O:32])[O:33][C:34]([CH3:35])([CH3:36])[CH3:37])[CH2:28][CH2:27]2. Reactants: C1=C(C=CC2=CC=CC=C12)COC(C(=O)O)(C(F)(F)F)C ((±)-2-(2-naphthylmethoxy)-3,3,3-trifluoro-2-methylpropionic acid), S(=O)(Cl)Cl (thionyl chloride), CN(C=O)C (dimethylformamide). Solvent: C1=CC=CC=C1 (benzene). Yields the product C1=C(C=CC2=CC=CC=C12)COC(C(=O)Cl)(C(F)(F)F)C ((±)-2-(2-naphthylmethoxy)-3,3,3-trifluoro-2-methylpropionyl chloride). RXN SMILES: [CH:1]1[C:10]2[C:5](=[CH:6][CH:7]=[CH:8][CH:9]=2)[CH:4]=[CH:3][C:2]=1[CH2:11][O:12][C:13]([CH3:21])([C:17]([F:20])([F:19])[F:18])[C:14](O)=[O:15].S(Cl)([Cl:24])=O.CN(C)C=O>C1C=CC=CC=1>[CH:1]1[C:10]2[C:5](=[CH:6][CH:7]=[CH:8][CH:9]=2)[CH:4]=[CH:3][C:2]=1[CH2:11][O:12][C:13]([CH3:21])([C:17]([F:20])([F:19])[F:18])[C:14]([Cl:24])=[O:15]. Reported procedure: A solution of (±)-2-(2-naphthylmethoxy)-3,3,3-trifluoro-2-methylpropionic acid (6.0 g.), thionyl chloride (7.5 ml.) and dimethylformamide (0.2 g.) in benzene (50 ml.) is heated under reflux for 10 minutes. The mixture is evaporated, benzene (20 ml.) is added and the evaporation repeated twice. Light petroleum (b.p. 40°-60° C., 150 ml.) and carton are added to the residue, and the solution is filtered and evaporated to give (±)-2-(2-naphthylmethoxy)-3,3,3-trifluoro-2-methylpropionyl chloride (5.3... Reactants: N,N-diisopropylazodicarboxylate, FC=1C=C(C=CC1)C=CCCO (4-(3-fluorophenyl)-3-buten-1-ol), ClC1=C(C(=CC(=C1)OCC=C(Cl)Cl)Cl)O (2,6-dichloro-4-(3,3-dichloro-2-propenyloxy)phenol), C1(=CC=CC=C1)P(C1=CC=CC=C1)C1=CC=CC=C1 (triphenylphosphine). Solvent: O1CCCC1 (tetrahydrofuran), O1CCCC1 (tetrahydrofuran). Conditions: time 24 hour. The product is ClC=1C=C(C=C(C1OCCC=CC1=CC(=CC=C1)F)Cl)OCC=C(Cl)Cl (3,5-dichloro-1-(3,3-dichloro-2-propenyloxy)-4-(4-(3-fluorophenyl)-3-butenyloxy)benzene). Isolated yield 85.2%. As a reaction SMILES: [F:1][C:2]1[CH:3]=[C:4]([CH:8]=[CH:9][CH2:10][CH2:11][OH:12])[CH:5]=[CH:6][CH:7]=1.[Cl:13][C:14]1[CH:19]=[C:18]([O:20][CH2:21][CH:22]=[C:23]([Cl:25])[Cl:24])[CH:17]=[C:16]([Cl:26])[C:15]=1O.C1(P(C2C=CC=CC=2)C2C=CC=CC=2)C=CC=CC=1>O1CCCC1>[Cl:13][C:14]1[CH:19]=[C:18]([O:20][CH2:21][CH:22]=[C:23]([Cl:25])[Cl:24])[CH:17]=[C:16]([Cl:26])[C:15]=1[O:12][CH2:11][CH2:10][CH:9]=[CH:8][C:4]1[CH:5]=[CH:6][CH:7]=[C:2]([F:1])[CH:3]=1. Procedure details: To a solution of 0.17 g of 4-(3-fluorophenyl)-3-buten-1-ol, 0.30 g of 2,6-dichloro-4-(3,3-dichloro-2-propenyloxy)phenol and 0.27 g of triphenylphosphine dissolved in 10 ml of tetrahydrofuran was added dropwise a solution of 0.20 ml of N,N-diisopropylazodicarboxylate dissolved in 5 ml of tetrahydrofuran, while stirring at room temperature. After the stirring was continued at room temperature for 24 hours, the reaction mixture was concentrated to obtain a residue. The residue was subjected to sili... The reactants are CCc1ccc(CCOc2ccc(C=C3SC(=O)NC3=O)cc2)nc1, CN(C)C=O, [Pd]. The product is CCc1ccc(CCOc2ccc(CC3SC(=O)NC3=O)cc2)nc1. As a reaction SMILES: [CH2:1]([CH3:2])[c:3]1[cH:4][cH:5][c:6]([CH2:9][CH2:10][O:11][c:12]2[cH:13][cH:14][c:15]([CH:16]=[C:17]3[C:18](=[O:23])[NH:19][C:20](=[O:22])[S:21]3)[cH:24][cH:25]2)[n:7][cH:8]1.[CH3:27][N:28]([CH3:29])[CH:30]=[O:31].[Pd:26]>>[CH2:1]([CH3:2])[c:3]1[cH:4][cH:5][c:6]([CH2:9][CH2:10][O:11][c:12]2[cH:13][cH:14][c:15]([CH2:16][CH:17]3[C:18](=[O:23])[NH:19][C:20](=[O:22])[S:21]3)[cH:24][cH:25]2)[n:7][cH:8]1. The product is Cl.C1(=CC=CC=C1)C1=NC2=CC=CC=C2C(=C1)NCC(C)O ((RS)-1-(2-Phenyl-quinolin-4-ylamino)-propan-2-ol hydrochloride). Starting materials: ClC1=CC(=NC2=CC=CC=C12)C1=CC=CC=C1 (4-chloro-2-phenyl-quinolin), NCC(C)O ((RS)-1-amino-2-propanol). Reaction SMILES: [Cl:1][C:2]1[C:11]2[C:6](=[CH:7][CH:8]=[CH:9][CH:10]=2)[N:5]=[C:4]([C:12]2[CH:17]=[CH:16][CH:15]=[CH:14][CH:13]=2)[CH:3]=1.[NH2:18][CH2:19][CH:20]([OH:22])[CH3:21]>>[ClH:1].[C:12]1([C:4]2[CH:3]=[C:2]([NH:18][CH2:19][CH:20]([OH:22])[CH3:21])[C:11]3[C:6](=[CH:7][CH:8]=[CH:9][CH:10]=3)[N:5]=2)[CH:17]=[CH:16][CH:15]=[CH:14][CH:13]=1 |f:2.3|. Procedure: The title compound, m.p. 251-253° C., and MS: m/e=279.2 (M+H+), was prepared from 4-chloro-2-phenyl-quinolin and (RS)-1-amino-2-propanol. Starting materials: CC(C)(C)[Si](O[C@H]1[C@@H](O[C@@H]([C@H]1O[Si](C)(C)C(C)(C)C)CO[Si](C)(C)C(C)(C)C)N1C(=O)NC(=O)C=C1)(C)C (2',3',5'-tris-O-((1,1-dimethylethyl)dimethylsilyl)uridine), ClC=1C=C(OC=2C=C(C=O)C=CC2)C=CC1Cl (3-(3,4-dichlorophenoxy)benzaldehyde). Product: ClC=1C=C(OC=2C=C(C=CC2)C(C=2C(NC(N([C@H]3[C@H](O[Si](C)(C)C(C)(C)C)[C@H](O[Si](C)(C)C(C)(C)C)[C@@H](CO[Si](C)(C)C(C)(C)C)O3)C2)=O)=O)O)C=CC1Cl (5-((3-(3,4-Dichlorophenoxy)phenyl)hydroxymethyl)-2',3',5'-tris-O-((1,1-dimethylethyl)dimethylsilyl)uridine). Reaction SMILES: [CH3:1][C:2]([Si:5]([CH3:38])([CH3:37])[O:6][C@@H:7]1[C@H:11]([O:12][Si:13]([C:16]([CH3:19])([CH3:18])[CH3:17])([CH3:15])[CH3:14])[C@@H:10]([CH2:20][O:21][Si:22]([C:25]([CH3:28])([CH3:27])[CH3:26])([CH3:24])[CH3:23])[O:9][C@H:8]1[N:29]1[CH:36]=[CH:35][C:33](=[O:34])[NH:32][C:30]1=[O:31])([CH3:4])[CH3:3].[Cl:39][C:40]1[CH:41]=[C:42]([CH:52]=[CH:53][C:54]=1[Cl:55])[O:43][C:44]1[CH:45]=[C:46]([CH:49]=[CH:50][CH:51]=1)[CH:47]=[O:48]>>[Cl:39][C:40]1[CH:41]=[C:42]([CH:52]=[CH:53][C:54]=1[Cl:55])[O:43][C:44]1[CH:45]=[C:46]([CH:47]([OH:48])[C:35]2[C:33](=[O:34])[NH:32][C:30](=[O:31])[N:29]([CH:36]=2)[C@@H:8]2[O:9][C@H:10]([CH2:20][O:21][Si:22]([C:25]([CH3:26])([CH3:27])[CH3:28])([CH3:23])[CH3:24])[C@@H:11]([O:12][Si:13]([C:16]([CH3:17])([CH3:18])[CH3:19])([CH3:14])[CH3:15])[C@H:7]2[O:6][Si:5]([C:2]([CH3:1])([CH3:3])[CH3:4])([CH3:38])[CH3:37])[CH:49]=[CH:50][CH:51]=1. Procedure details: 5-((3-(3,4-Dichlorophenoxy)phenyl)hydroxymethyl)-2',3',5'-tris-O-((1,1-dimethylethyl)dimethylsilyl)uridine was prepared from 2',3',5'-tris-O-((1,1-dimethylethyl)dimethylsilyl)uridine according to the method of Example 1 step (i) (using 3-(3,4-dichlorophenoxy)benzaldehyde instead of benzophenone) as a colourless foam. The reactants are O=C([O-])O, CO, Cl, [K+], [K+], NC(CO)CN1C(=O)Cc2ccccc21, [Na+], [Na+], O=S(=O)([O-])[O-], C1COCCO1, [OH-], O, O=S(=O)(Cl)c1ccc2ccccc2c1. The product is O=C1Cc2ccccc2N1CC(CO)NS(=O)(=O)c1ccc2ccccc2c1. RXN SMILES: [C:19](=[O:20])([OH:21])[O-:22].[CH3:45][OH:46].[ClH:1].[K+:38].[K+:39].[NH2:2][CH:3]([CH2:4][N:5]1[C:6](=[O:14])[CH2:7][c:8]2[cH:9][cH:10][cH:11][cH:12][c:13]21)[CH2:15][OH:16].[Na+:18].[Na+:23].[O-:40][S:41](=[O:42])(=[O:43])[O-:44].[O:48]1[CH2:49][CH2:50][O:51][CH2:52][CH2:53]1.[OH-:17].[OH2:47].[cH:24]1[c:25]([S:34](=[O:35])(=[O:36])[Cl:37])[cH:26][cH:27][c:28]2[cH:29][cH:30][cH:31][cH:32][c:33]12>>[NH:2]([CH:3]([CH2:4][N:5]1[C:6](=[O:14])[CH2:7][c:8]2[cH:9][cH:10][cH:11][cH:12][c:13]21)[CH2:15][OH:16])[S:34]([c:25]1[cH:24][c:33]2[c:28]([cH:27][cH:26]1)[cH:29][cH:30][cH:31][cH:32]2)(=[O:35])=[O:36]. The reagents and catalysts are [Ti](Cl)(Cl)(Cl)Cl (titanium(IV) chloride). The product is ClC1=NC=2N3[C@H](CN(C2C=N1)CCCC(=O)OC)COCC3 ((R)-methyl 4-(2-chloro-6a,7,9,10-tetrahydro-[1,4]oxazino[3,4-h]pteridin-5(6H)-yl)butanoate). The solvent is C(Cl)Cl (CH2Cl2), [Na] (sodium), C(Cl)Cl (CH2Cl2). Reactants: ClC1=NC=2N3[C@H](CNC2C=N1)COCC3 ((R)-2-chloro-5,6,6a,7,9,10-hexahydro-[1,4]oxazino[3,4-h]pteridine), O=CCCC(=O)OC (methyl 4-oxobutanoate). Procedure details: The title compound was prepared in a manner similar to PREPARATION x63 using (R)-2-chloro-5,6,6a,7,9,10-hexahydro-[1,4]oxazino[3,4-h]pteridine (PREPARATION x2, 250 mg, 1.103 mmol), methyl 4-oxobutanoate (128 mg, 1.103 mmol), titanium(IV) chloride in CH2Cl2 (1M, 1.654 mL, 1.654 mmol) and sodium triacetoxyhydroborate (514 mg, 2.427 mmol) in CH2Cl2 (8 mL) (164 mg, 46%). ESI-MS m/z [M+H]+ calc'd for C14H19ClN4O3, 327.12. found 327.2. RXN SMILES: [Cl:1][C:2]1[N:11]=[CH:10][C:9]2[NH:8][CH2:7][C@@H:6]3[CH2:12][O:13][CH2:14][CH2:15][N:5]3[C:4]=2[N:3]=1.O=[CH:17][CH2:18][CH2:19][C:20]([O:22][CH3:23])=[O:21]>[Na].C(Cl)Cl.[Ti](Cl)(Cl)(Cl)Cl>[Cl:1][C:2]1[N:11]=[CH:10][C:9]2[N:8]([CH2:17][CH2:18][CH2:19][C:20]([O:22][CH3:23])=[O:21])[CH2:7][C@@H:6]3[CH2:12][O:13][CH2:14][CH2:15][N:5]3[C:4]=2[N:3]=1 |^1:23|.